Task: describe an organic reaction: reactants, conditions, products, and yield. Dataset: the Open Reaction Database (ORD), a public repository of structured organic reaction records The reactants are C=C1C2C=3CC=4C=CC=C(C4CC3C(C1=C)O2)O (1,2,3,4,9,10-hexahydro-2,3-dimethylene-1,4-epoxyanthracen-5-ol), C(C1=CC=CC=C1)Br (benzyl bromide). Yields the product C(C1=CC=CC=C1)OC1=C2CC=3C4C(C(C(C3CC2=CC=C1)O4)=C)=C (1,2,3,4,9,10-hexahydro-5-benzyloxy-2,3-dimethylene-1,4-epoxyanthracene). Reaction SMILES: [CH2:1]=[C:2]1[C:15](=[CH2:16])[CH:14]2[O:17][CH:3]1[C:4]1[CH2:5][C:6]3[CH:7]=[CH:8][CH:9]=[C:10]([OH:18])[C:11]=3[CH2:12][C:13]=12.[CH2:19](Br)[C:20]1[CH:25]=[CH:24][CH:23]=[CH:22][CH:21]=1>>[CH2:19]([O:18][C:10]1[CH:9]=[CH:8][CH:7]=[C:6]2[C:11]=1[CH2:12][C:13]1[CH:14]3[O:17][CH:3]([C:4]=1[CH2:5]2)[C:2](=[CH2:1])[C:15]3=[CH2:16])[C:20]1[CH:25]=[CH:24][CH:23]=[CH:22][CH:21]=1. Procedure: By reacting the 1,2,3,4,9,10-hexahydro-2,3-dimethylene-1,4-epoxyanthracen-5-ol with benzyl bromide in place of methyl iodide in an analogous manner, there was obtained in good yield 1,2,3,4,9,10-hexahydro-5-benzyloxy-2,3-dimethylene-1,4-epoxyanthracene. The reactants are C(=O)C1=COC2=C(C1=O)C=C(C(=C2)NS(=O)(=O)C)OC2=CC=CC=C2 (3-Formyl-7-methylsulfonylamino-6-phenoxy-4H-1-benzopyran-4-one), [Br-].C(C1=CC=CC=C1)[P+](C1=CC=CC=C1)(C1=CC=CC=C1)C1=CC=CC=C1 (benzyltriphenylphosphonium bromide), CC(C)([O-])C.[K+] (potassium tertbutoxide). Product: C1(=CC=CC=C1)C=CC1=COC2=C(C1=O)C=C(C(=C2)NS(=O)(=O)C)OC2=CC=CC=C2 (3-(2-phenylvinyl)-7-methylsulfonylamino-6-phenoxy-4H-1-benzopyran-4-one). RXN SMILES: [CH:1]([C:3]1[C:8](=[O:9])[C:7]2[CH:10]=[C:11]([O:19][C:20]3[CH:25]=[CH:24][CH:23]=[CH:22][CH:21]=3)[C:12]([NH:14][S:15]([CH3:18])(=[O:17])=[O:16])=[CH:13][C:6]=2[O:5][CH:4]=1)=O.[Br-].[CH2:27]([P+](C1C=CC=CC=1)(C1C=CC=CC=1)C1C=CC=CC=1)[C:28]1[CH:33]=[CH:32][CH:31]=[CH:30][CH:29]=1.CC(C)([O-])C.[K+]>>[C:28]1([CH:27]=[CH:1][C:3]2[C:8](=[O:9])[C:7]3[CH:10]=[C:11]([O:19][C:20]4[CH:21]=[CH:22][CH:23]=[CH:24][CH:25]=4)[C:12]([NH:14][S:15]([CH3:18])(=[O:16])=[O:17])=[CH:13][C:6]=3[O:5][CH:4]=2)[CH:33]=[CH:32][CH:31]=[CH:30][CH:29]=1 |f:1.2,3.4|. Procedure: 3-Formyl-7-methylsulfonylamino-6-phenoxy-4H-1-benzopyran-4-one was reacted with benzyltriphenylphosphonium bromide in the presence of potassium tertbutoxide to obtain 3-(2-phenylvinyl)-7-methylsulfonylamino-6-phenoxy-4H-1-benzopyran-4-one.